Dataset: the Open Reaction Database (ORD), a public repository of structured organic reaction records. Task: describe an organic reaction: reactants, conditions, products, and yield Reactants: C(CC)C1=CSC=C1 (3-n-Propylthiophene), BrC=1C=C(C=O)C=CC1 (3-bromobenzaldehyde). Product: BrC=1C=C(C=CC1)C(O)C=1SC=C(C1)CCC (3-bromophenyl-4-n-propyl-2-thienyl methanol). RXN SMILES: [CH2:1]([C:4]1[CH:8]=[CH:7][S:6][CH:5]=1)[CH2:2][CH3:3].[Br:9][C:10]1[CH:11]=[C:12]([CH:15]=[CH:16][CH:17]=1)[CH:13]=[O:14]>>[Br:9][C:10]1[CH:11]=[C:12]([CH:13]([C:7]2[S:6][CH:5]=[C:4]([CH2:1][CH2:2][CH3:3])[CH:8]=2)[OH:14])[CH:15]=[CH:16][CH:17]=1. Reported procedure: 3-n-Propylthiophene and 3-bromobenzaldehyde were used and treated in a manner similar to Reference Example 7-(1) to give 3-bromophenyl-4-n-propyl-2-thienyl methanol. APCI-Mass m/Z 293/295 (M+H−H2O). Starting materials: [Al+3], C1CCOC1, O=C(O)c1ccc2c(c1)CCC2, [H-], [H-], [H-], [H-], [Li+]. Product: OCc1ccc2c(c1)CCC2. As a reaction SMILES: [Al+3:2].[CH2:19]1[O:20][CH2:21][CH2:22][CH2:23]1.[CH2:7]1[CH2:8][CH2:9][c:10]2[cH:11][c:12]([C:16](=[O:17])[OH:18])[cH:13][cH:14][c:15]21.[H-:1].[H-:4].[H-:5].[H-:6].[Li+:3]>>[CH2:7]1[CH2:8][CH2:9][c:10]2[cH:11][c:12]([CH2:16][OH:17])[cH:13][cH:14][c:15]21. Starting materials: C=1C=CC(=CC1)N2CCCC2. Reagents/catalysts: O1BOC=2C=CC=CC12, N(CC)(CC)CC, OC(C)(C)C(O)(C)C, FC=1C(F)=C(F)C(B(C=2C(F)=C(F)C(F)=C(F)C2F)C=3C(F)=C(F)C(F)=C(F)C3F)=C(F)C1F. Solvent: C=1C=CC(=CC1)C. Reaction conditions: temperature 120 celsius, time 48 hour. Yields the product O1B(OC(C)(C)C1(C)C)C2=CC=C(C=C2)N3CCCC3. Yield: 92.0%. Procedure: Prepared from 1-phenylpyrrolidine (1b, 29.4 mg, 0.200 mmol, 1.00 equiv) and catBH (36.0 mg, 0.300 mmol, 1.50 equiv) according to GP 1. The title compound was purified by flash column chromatography using cyclohexane/EtOAc/Et3N (30/1/1) as eluent to afford 3b (50.5 mg, 92%) as a white solid. Starting materials: [OH-].[NH4+] (ammonium hydroxide), C(=O)(C(=O)OCC)NC1=C2CCCCC2=CC=C1[N+](=O)[O-] (5-ethoxalylamino-1,2,3,4-tetrahydro-6-nitronaphthalene). The reagents and catalysts are [Pt] (platinum on carbon). Solvent: O (water), CN(C=O)C (N,N-dimethylformamide), O1CCCC1 (tetrahydrofuran). The product is ON1C(C(NC=2C3=C(C=CC12)CCCC3)=O)=O (7,8,9,10-Tetrahydro-4-hydroxybenzo[f]quinoxaline-2,3(1H,4H)-dione). Isolated yield 47.4%. RXN SMILES: [OH-].[NH4+].[C:3]([NH:10][C:11]1[C:20]([N+:21]([O-:23])=O)=[CH:19][CH:18]=[C:17]2[C:12]=1[CH2:13][CH2:14][CH2:15][CH2:16]2)([C:5](OCC)=[O:6])=[O:4]>O.CN(C)C=O.O1CCCC1.[Pt]>[OH:23][N:21]1[C:20]2[CH:19]=[CH:18][C:17]3[CH2:16][CH2:15][CH2:14][CH2:13][C:12]=3[C:11]=2[NH:10][C:3](=[O:4])[C:5]1=[O:6] |f:0.1|. Procedure: A solution of 25% ammonium hydroxide in water (0.7 ml) was added to a solution of 5-ethoxalylamino-1,2,3,4-tetrahydro-6-nitronaphthalene (0.30 g, 1 mmol) in a mixture of 10 ml of N,N-dimethylformamide and 30 ml of tetrahydrofuran. The mixture was hydrogenated at atmospheric pressure and room temperature in the presence of 5% platinum on carbon, until the starting material had disappeared. The mixture was filtered and the filtrate was discarded. Now the filter was washed with 5% aqueous potassium... Reactants: Cl (HCl), C1(=CC=CC=C1)C1CC=2C=CC(=CC2CC1)O (6-Phenyl-5,6,7,8-tetrahydro-naphthalen-2-ol), ClC1=NC=C(C=C1)[N+](=O)[O-] (2-chloro-5-nitropyridine), [F-].[K+] (potassium fluoride). Run in O (Water), CN(C=O)C (dimethylformamide). Yields the product [N+](=O)([O-])C=1C=CC(=NC1)OC1=CC=2CCC(CC2C=C1)C1=CC=CC=C1 (5-Nitro-2-(6-phenyl-5,6,7,8-tetrahydro-naphthalen-2-yloxy)-pyridine). As a reaction SMILES: [C:1]1([CH:7]2[CH2:16][CH2:15][C:14]3[CH:13]=[C:12]([OH:17])[CH:11]=[CH:10][C:9]=3[CH2:8]2)[CH:6]=[CH:5][CH:4]=[CH:3][CH:2]=1.Cl[C:19]1[CH:24]=[CH:23][C:22]([N+:25]([O-:27])=[O:26])=[CH:21][N:20]=1.[F-].[K+].Cl>CN(C)C=O.O>[N+:25]([C:22]1[CH:23]=[CH:24][C:19]([O:17][C:12]2[CH:11]=[CH:10][C:9]3[CH2:8][CH:7]([C:1]4[CH:6]=[CH:5][CH:4]=[CH:3][CH:2]=4)[CH2:16][CH2:15][C:14]=3[CH:13]=2)=[N:20][CH:21]=1)([O-:27])=[O:26] |f:2.3|. Reported procedure: 6-Phenyl-5,6,7,8-tetrahydro-naphthalen-2-ol (30 mg), 2-chloro-5-nitropyridine (21 mg) and potassium fluoride (23 mg) in dry dimethylformamide were heated at 120° C. until disappearance of the starting material. Water and 1 N HCl were added and the mixture extracted with ethyl acetate. Ethyl acetate was washed with brine and water, dried and evaporated. The product was recrystallised from toluene. 1H NMR (400 MHz, d6-DMSO) δ: 9.04 (d, 1H, J 2.4 Hz), 8.61 (dd, 1H, J 9.0, 2.5), 7.18-7.35 (m, 7H), 6... The reactants are [N+](=O)([O-])C1=CC=C(COC(=O)C(=C(CC)[O-])N2C(CC2[N+](CC)(CC)CC)=O)C=C1 (1-(4-nitrobenzyloxycarbonyl)-1-(2-oxo-4-triethylammonioazetidin-1-yl)but-1-en-2-olate), Cl (hydrochloric acid). The solvent is O (water). Product: [Cl-].[N+](=O)([O-])C1=CC=C(COC(=O)C(=C(CC)O)N2C(CC2[N+](CC)(CC)CC)=O)C=C1 (1-(4-Nitrobenzyloxycarbonyl)-1-(2-oxo-4-triethylammonioazetidin-1-yl)but-1-en-2-ol chloride). RXN SMILES: [N+:1]([C:4]1[CH:30]=[CH:29][C:7]([CH2:8][O:9][C:10]([C:12]([N:17]2[CH:20]([N+:21]([CH2:26][CH3:27])([CH2:24][CH3:25])[CH2:22][CH3:23])[CH2:19][C:18]2=[O:28])=[C:13]([O-:16])[CH2:14][CH3:15])=[O:11])=[CH:6][CH:5]=1)([O-:3])=[O:2].[ClH:31]>O>[Cl-:31].[N+:1]([C:4]1[CH:5]=[CH:6][C:7]([CH2:8][O:9][C:10]([C:12]([N:17]2[CH:20]([N+:21]([CH2:26][CH3:27])([CH2:24][CH3:25])[CH2:22][CH3:23])[CH2:19][C:18]2=[O:28])=[C:13]([OH:16])[CH2:14][CH3:15])=[O:11])=[CH:29][CH:30]=1)([O-:3])=[O:2] |f:3.4|. Reported procedure: A mixture of 1-(4-nitrobenzyloxycarbonyl)-1-(2-oxo-4-triethylammonioazetidin-1-yl)but-1-en-2-olate (210 mg) in water (10 ml) and 0.1 N hydrochloric acid (5 ml) was lyophilised and the residue triturated with ether to afford the title salt (220 mg), νmax (Nujol) 1790 cm-1 (β-lactam), τ (DMSO-d6) values for mixture of isomers include 4.50 (m, azetidinyl C--4H), 6.3-6.8 (m, NCH2), 6.7-7.3 (m, ##STR7## The reactants are CC1=CC=C2C(=N1)NC=C2 (6-Methyl-1H-pyrrolo[2,3-b]pyridine), C(C)(=O)O (acetic acid), C1N2CN3CN1CN(C2)C3 (hexamethylenetetramine). The solvent is O (water), O (water). Reaction conditions: temperature 120 celsius, time 8 hour. Product: CC1=CC=C2C(=N1)NC=C2C=O (6-methyl-1H-pyrrolo[2,3-b]pyridine-3-carboxaldehyde). Isolated yield 67.0%. As a reaction SMILES: [CH3:1][C:2]1[N:7]=[C:6]2[NH:8][CH:9]=[CH:10][C:5]2=[CH:4][CH:3]=1.[C:11](O)(=[O:13])C.C1N2CN3CN(C2)CN1C3>O>[CH3:1][C:2]1[N:7]=[C:6]2[NH:8][CH:9]=[C:10]([CH:11]=[O:13])[C:5]2=[CH:4][CH:3]=1. Procedure: 6-Methyl-1H-pyrrolo[2,3-b]pyridine (0.066 g, 0.50 mmol) was successively added with acetic acid (0.2 mL), water (0.4 mL), and hexamethylenetetramine (0.098 g, 0.70 mmol), and then the mixture was stirred overnight at 120° C. in a sealed tube. The reaction mixture was added with water, and then the precipitated solid was collected by filtration to obtain 6-methyl-1H-pyrrolo[2,3-b]pyridine-3-carboxaldehyde (0.054 g, 67%).